Dataset: the Open Reaction Database (ORD), a public repository of structured organic reaction records. Task: describe an organic reaction: reactants, conditions, products, and yield Starting materials: C(#N)[C@@H]1CCS[C@H]1C(=O)OCC (trans-4-cyano-5-ethoxycarbonyltetrahydrothiophene), [Cl-].[NH4+] (ammonium chloride), [Br-].[Li+] (lithium bromide), [BH4-].[Na+] (sodium borohydride). Solvent: C(C)O (ethanol), C(C)O (ethanol). Conditions: time 45 minute. Yields the product C(#N)[C@@H]1CCS[C@H]1CO (trans-4-cyano-5-hydroxymethyltetrahydrothiophene). Isolated yield 95.4%. RXN SMILES: [Br-].[Li+].[BH4-].[Na+].[C:5]([C@H:7]1[C@H:11]([C:12](OCC)=[O:13])[S:10][CH2:9][CH2:8]1)#[N:6].[Cl-].[NH4+]>C(O)C>[C:5]([C@H:7]1[C@H:11]([CH2:12][OH:13])[S:10][CH2:9][CH2:8]1)#[N:6] |f:0.1,2.3,5.6|. Reported procedure: Under nitrogen atmosphere, lithium bromide (208 mg) and sodium borohydride (50 mg) were dissolved in ethanol (3 ml) and the mixture was stirred for 45 minutes at room temperature. Under ice-cooling, trans-4-cyano-5-ethoxycarbonyltetrahydrothiophene (122 mg) dissolved in ethanol (2 ml) was added to the solution and the mixture was stirred over night. Aqueous ammonium chloride solution was added to the mixture under ice-cooling and extracted with ethyl acetate. The organic layer was washed with sa...